This data is from the Open Reaction Database (ORD), a public repository of structured organic reaction records. The task is: describe an organic reaction: reactants, conditions, products, and yield Reactants: C[O-].[Na+] (sodium methoxide), [Na] (sodium), ClC1=C(C(=O)OC)C=CC(=N1)Cl (methyl 2,6-dichloronicotinate). The solvent is CO (methanol), CO (methanol). Product: COC1=C(C(=O)OC)C=CC(=N1)Cl (methyl 2-methoxy-6-chloronicotinate). As a reaction SMILES: [CH3:1][O-:2].[Na+].[Na].Cl[C:6]1[N:15]=[C:14]([Cl:16])[CH:13]=[CH:12][C:7]=1[C:8]([O:10][CH3:11])=[O:9]>CO>[CH3:1][O:2][C:6]1[N:15]=[C:14]([Cl:16])[CH:13]=[CH:12][C:7]=1[C:8]([O:10][CH3:11])=[O:9] |f:0.1,^1:3|. Reported procedure: A sodium methoxide solution prepared from 3.46 g (0.15 mole) of sodium and 150 ml of absolute methanol is added dropwise at 40° C in the course of 1 hour to a solution of 312 g (0.15 mole) of methyl 2,6-dichloronicotinate in 100 ml of methanol. The reaction mixture is refluxed for 3 hours and the solvent is then evaporated in vacuo. The dry residue is triturated with methylene chloride, the undissolved constituents are filtered off and the filtrate is evaporated in vacuo to dryness. The crystall...